The task is: describe an organic reaction: reactants, conditions, products, and yield. This data is from the Open Reaction Database (ORD), a public repository of structured organic reaction records. Reactants: O=C(n1ccnc1)n1ccnc1, NCCN1CCCCC1, C1CCOC1, c1ccc(N2CCNCC2)cc1. Product: O=C(NCCN1CCCCC1)N1CCN(c2ccccc2)CC1. Reaction SMILES: [C:1](=[O:2])([n:3]1[cH:4][cH:5][n:6][cH:7]1)[n:8]1[cH:9][cH:10][n:11][cH:12]1.[NH2:13][CH2:14][CH2:15][N:16]1[CH2:17][CH2:18][CH2:19][CH2:20][CH2:21]1.[O:34]1[CH2:35][CH2:36][CH2:37][CH2:38]1.[c:22]1([N:28]2[CH2:29][CH2:30][NH:31][CH2:32][CH2:33]2)[cH:23][cH:24][cH:25][cH:26][cH:27]1>>[C:1](=[O:2])([NH:13][CH2:14][CH2:15][N:16]1[CH2:17][CH2:18][CH2:19][CH2:20][CH2:21]1)[N:31]1[CH2:30][CH2:29][N:28]([c:22]2[cH:23][cH:24][cH:25][cH:26][cH:27]2)[CH2:33][CH2:32]1. Reactants: N[C@]12CC[C@@H]([C@@]1(C)CC[C@@H]1[C@]3(CC[C@@H](C[C@H]3CC[C@@H]21)O)C)C(=O)OC ((3β,5β,14β,17β)-14-Amino-3-hydroxyandrostane-17-carboxylic Acid, Methyl Ester), NCCCO (1-amino-3-propanol), C(Cl)Cl (CH2Cl2), C(=O)(N1C=NC=C1)N1C=NC=C1 (1,1'-carbonyldiimidazole), N1C=NC=C1 (imidazole), C(Cl)Cl (CH2Cl2). Conditions: time 4 day. The product is Cl.N[C@]12CC[C@@H]([C@@]1(C)CC[C@@H]1[C@]3(CC[C@@H](C[C@H]3CC[C@@H]21)OC(=O)NCCCO)C)C(=O)OC ((3β,5β,14β,17β)-14-Amino-3-[[[(3-hydroxypropyl)amino]carbonyl]oxy]androstane-17-carboxylic Acid, Methyl Ester Hydrochloride). Reaction SMILES: [NH2:1][C@@:2]12[C@H:19]3[C@@H:10]([C@:11]4([CH3:21])[C@H:16]([CH2:17][CH2:18]3)[CH2:15][C@@H:14]([OH:20])[CH2:13][CH2:12]4)[CH2:9][CH2:8][C@:6]1([CH3:7])[C@@H:5]([C:22]([O:24][CH3:25])=[O:23])[CH2:4][CH2:3]2.[C:26]([N:33]1[CH:37]=[CH:36]N=C1)(N1C=CN=C1)=[O:27].N1C=CN=C1.NCC[CH2:46][OH:47].C(Cl)[Cl:49]>>[ClH:49].[NH2:1][C@@:2]12[C@H:19]3[C@@H:10]([C@:11]4([CH3:21])[C@H:16]([CH2:17][CH2:18]3)[CH2:15][C@@H:14]([O:20][C:26]([NH:33][CH2:37][CH2:36][CH2:46][OH:47])=[O:27])[CH2:13][CH2:12]4)[CH2:9][CH2:8][C@:6]1([CH3:7])[C@@H:5]([C:22]([O:24][CH3:25])=[O:23])[CH2:4][CH2:3]2 |f:5.6|. Reported procedure: To a solution of 0.7 g (0.002 mole) of (3β,5β,14β,17β)-14-Amino-3-hydroxyandrostane-17-carboxylic Acid, Methyl Ester, prepared according to the procedure described in U.S. Pat. No. 4,885,280, incorporated by reference herein, in 25 ml of CH2Cl2 under N2 and stirring, is added 0.36 g (0.0022 mole) of 1,1'-carbonyldiimidazole. After the imidazole intermediate formation is complete (as indicated by TLC, 45 hr), 0.75 g (0.01 mole) of 1-amino-3-propanol is added and the solution is allowed to stir fo... The reactants are CCCCCC(C)(C=CC1C(OC2CCCCO2)CC(F)C1CC=CCCCC(=O)OC)OC1CCCCO1, CCOC(C)=O, [H][H]. Product: CCCCCC(C)(C=CC1C(OC2CCCCO2)CC(F)C1CCCCCCC(=O)OC)OC1CCCCO1. RXN SMILES: [CH3:1][O:2][C:3]([CH2:4][CH2:5][CH2:6][CH:7]=[CH:8][CH2:9][CH:10]1[CH:11]([F:38])[CH2:12][CH:13]([O:31][CH:32]2[O:33][CH2:34][CH2:35][CH2:36][CH2:37]2)[CH:14]1[CH:15]=[CH:16][C:17]([CH2:18][CH2:19][CH2:20][CH2:21][CH3:22])([CH3:23])[O:24][CH:25]1[O:26][CH2:27][CH2:28][CH2:29][CH2:30]1)=[O:39].[CH3:42][CH2:43][O:44][C:45](=[O:46])[CH3:47].[H:40][H:41]>>[CH3:1][O:2][C:3]([CH2:4][CH2:5][CH2:6][CH2:7][CH2:8][CH2:9][CH:10]1[CH:11]([F:38])[CH2:12][CH:13]([O:31][CH:32]2[O:33][CH2:34][CH2:35][CH2:36][CH2:37]2)[CH:14]1[CH:15]=[CH:16][C:17]([CH2:18][CH2:19][CH2:20][CH2:21][CH3:22])([CH3:23])[O:24][CH:25]1[O:26][CH2:27][CH2:28][CH2:29][CH2:30]1)=[O:39]. The reactants are [OH-].[Na+] (sodium hydroxide), [OH-].[Na+] (Sodium hydroxide), Cl.N1(CCCCC1)C1=C(C(=NC=C1C)CCl)Cl (4-piperidino-3-chloro-5-methyl-2-chloromethylpyridine hydrochloride), FC(C(F)F)(OC1=CC2=C(N=C(N2)S)C=C1)F (5-(1,1,2,2-tetrafluoroethoxy)-2-mercaptobenzimidazole). Run in C(C)O (ethanol). The product is N1(CCCCC1)C1=C(C(=NC=C1C)CSC1=NC2=C(N1)C=CC(=C2)OC(C(F)F)(F)F)Cl (2-(4-piperidino-3-chloro-5-methyl-2-pyridylmethylthio)-5-(1, 1,2,2-tetrafluoroethoxy)-(1H)-benzimidazole). RXN SMILES: [OH-].[Na+].Cl.[N:4]1([C:10]2[C:15]([CH3:16])=[CH:14][N:13]=[C:12]([CH2:17]Cl)[C:11]=2[Cl:19])[CH2:9][CH2:8][CH2:7][CH2:6][CH2:5]1.[F:20][C:21]([F:36])([O:25][C:26]1[CH:35]=[CH:34][C:29]2[N:30]=[C:31]([SH:33])[NH:32][C:28]=2[CH:27]=1)[CH:22]([F:24])[F:23]>C(O)C>[N:4]1([C:10]2[C:15]([CH3:16])=[CH:14][N:13]=[C:12]([CH2:17][S:33][C:31]3[NH:30][C:29]4[CH:34]=[CH:35][C:26]([O:25][C:21]([F:36])([F:20])[CH:22]([F:24])[F:23])=[CH:27][C:28]=4[N:32]=3)[C:11]=2[Cl:19])[CH2:9][CH2:8][CH2:7][CH2:6][CH2:5]1 |f:0.1,2.3|. Procedure: 5N Sodium hydroxide (2 ml) was added to a stirred suspension of 4-piperidino-3-chloro-5-methyl-2-chloromethylpyridine hydrochloride (1.6 g) and 5-(1,1,2,2-tetrafluoroethoxy)-2-mercaptobenzimidazole (1.5 g) in ethanol at room temperature. After standing over night an additional quantity of sodium hydroxide (1 ml) was added and after a further 1 hour the mixture was evaporated at reduced pressure. The residue was chromatographed (silica gel chloroform/methanol 2%) and crystallised from acetonitril...